This data is from the Open Reaction Database (ORD), a public repository of structured organic reaction records. The task is: describe an organic reaction: reactants, conditions, products, and yield The reactants are COC(CC1=COC2=C1C=CC(=C2)OCC2=NOC(=C2)C2=CC=C(C=C2)C(F)(F)F)=O ({6-[5-(4-Trifluoromethyl-phenyl)-isoxazol-3-ylmethoxy]-benzofuran-3-yl}-acetic acid methyl ester), [OH-].[Li+] (lithium hydroxide). Product: FC(C1=CC=C(C=C1)C1=CC(=NO1)COC1=CC2=C(C(=CO2)CC(=O)O)C=C1)(F)F ({6-[5-(4-Trifluoromethyl-phenyl)-isoxazol-3-ylmethoxy]-benzofuran-3-yl}-acetic acid). Reaction SMILES: C[O:2][C:3](=[O:31])[CH2:4][C:5]1[C:9]2[CH:10]=[CH:11][C:12]([O:14][CH2:15][C:16]3[CH:20]=[C:19]([C:21]4[CH:26]=[CH:25][C:24]([C:27]([F:30])([F:29])[F:28])=[CH:23][CH:22]=4)[O:18][N:17]=3)=[CH:13][C:8]=2[O:7][CH:6]=1.[OH-].[Li+]>>[F:30][C:27]([F:28])([F:29])[C:24]1[CH:25]=[CH:26][C:21]([C:19]2[O:18][N:17]=[C:16]([CH2:15][O:14][C:12]3[CH:11]=[CH:10][C:9]4[C:5]([CH2:4][C:3]([OH:31])=[O:2])=[CH:6][O:7][C:8]=4[CH:13]=3)[CH:20]=2)=[CH:22][CH:23]=1 |f:1.2|. Procedure details: The title compound was prepared in the manner analogous to example 24 using {6-[5-(4-trifluoromethyl-phenyl)-isoxazol-3-ylmethoxy]-benzofuran-3-yl}-acetic acid methyl ester (80A) and lithium hydroxide. mp 201° C. (decompose); IR (thin film) cm−1: 1711, 1600, 1433, 1319, 1228, 1143; 400 MHz 1H NMR (DMSO-d6) 12.40 (br s, 1H), 8.08 (d, 2H, J=8.1 Hz), 7.86 (d, 2H, J=8.1 Hz), 7.74 (s, 1H), 7.45 (d, 1H, J=8.6. Hz), 7.35 (s, 1H), 7.30 (d, 1H, J=2.0 Hz), 6.93 (dd, 1H, J=6.3, 2.2 Hz), 5.27 (s, 2H), 3.60 ...